Dataset: the Open Reaction Database (ORD), a public repository of structured organic reaction records. Task: describe an organic reaction: reactants, conditions, products, and yield The reactants are C1(=CC=CC=C1)S(=O)(=O)Cl (benzenesulfonyl chloride), FC=1C(=NC(=NC1)OCC1=C(C=CC=C1)OC)N (5-fluoro-2-(2-methoxybenzyloxy)pyrimidin-4-amine), [Li+].C[Si](C)(C)[N-][Si](C)(C)C (LiHMDS). The solvent is C1CCOC1 (THF), C1CCOC1 (THF). Run at time 5 minute. The product is FC=1C(=NC(=NC1)OCC1=C(C=CC=C1)OC)NS(=O)(=O)C1=CC=CC=C1 (N-(5-fluoro-2-(2-methoxybenzyloxy)pyrimidin-4-yl)benzenesulfonamide). Isolated yield 91.2%. As a reaction SMILES: [F:1][C:2]1[C:3]([NH2:18])=[N:4][C:5]([O:8][CH2:9][C:10]2[CH:15]=[CH:14][CH:13]=[CH:12][C:11]=2[O:16][CH3:17])=[N:6][CH:7]=1.[Li+].C[Si]([N-][Si](C)(C)C)(C)C.[C:29]1([S:35](Cl)(=[O:37])=[O:36])[CH:34]=[CH:33][CH:32]=[CH:31][CH:30]=1>C1COCC1>[F:1][C:2]1[C:3]([NH:18][S:35]([C:29]2[CH:34]=[CH:33][CH:32]=[CH:31][CH:30]=2)(=[O:37])=[O:36])=[N:4][C:5]([O:8][CH2:9][C:10]2[CH:15]=[CH:14][CH:13]=[CH:12][C:11]=2[O:16][CH3:17])=[N:6][CH:7]=1 |f:1.2|. Reported procedure: To a magnetically stirred solution of 5-fluoro-2-(2-methoxybenzyloxy)pyrimidin-4-amine (500 mg, 2.01 mmol) in dry THF (10 mL) was added 1M LiHMDS solution in THF (3.21 mL, 3.21 mmol) causing a slight exotherm. After stirring for 5 min, benzenesulfonyl chloride (0.346 mL, 2.71 mmol) was added and after 10 min the orange solution turned light orange and turbid. The mixture was stirred at room temperature for 5 h. The solvent was removed in vacuo and the resulting viscous gold oil was diluted in Et... Yields the product C(C1=CC=CC=C1)(=O)C1=CC=C(OCCC=2N=CNC2)C=C1 (4-[2-(4-Benzoylphenoxy)ethyl]-1H-imidazole). RXN SMILES: [H-].[Na+].[OH:3][C:4]1[CH:17]=[CH:16][C:7]([C:8]([C:10]2[CH:15]=[CH:14][CH:13]=[CH:12][CH:11]=2)=[O:9])=[CH:6][CH:5]=1.Cl.Cl[CH2:20][CH2:21][C:22]1[N:23]=[CH:24][NH:25][CH:26]=1>CN(C)C=O.[I-].C([N+](CCCC)(CCCC)CCCC)CCC>[C:8]([C:7]1[CH:6]=[CH:5][C:4]([O:3][CH2:20][CH2:21][C:22]2[N:23]=[CH:24][NH:25][CH:26]=2)=[CH:17][CH:16]=1)(=[O:9])[C:10]1[CH:15]=[CH:14][CH:13]=[CH:12][CH:11]=1 |f:0.1,3.4,6.7|. Reaction conditions: time 1 hour. Procedure: 240 mg (60% in oil, 6 mmol) of sodium hydride are added to a solution of 2.34 g (12 mmol) of 4-hydroxybenzophenone in 10 ml of dimethylformamide. The mixture is stirred at room temperature for 1 hour under nitrogen. 200 mg (1.2 mmol) of 4-(2-chloroethyl)-1H-imidazole hydrochloride and tetrabutylammonium iodide (catalytic amount) are then added. The mixture is heated at 100° C. for 2 days and the solvent is then evaporated under reduced pressure. Dilute hydrochloric acid is added to the oily resi... Reagents/catalysts: [I-].C(CCC)[N+](CCCC)(CCCC)CCCC (tetrabutylammonium iodide). Reactants: [H-].[Na+] (sodium hydride), OC1=CC=C(C(=O)C2=CC=CC=C2)C=C1 (4-hydroxybenzophenone), Cl.ClCCC=1N=CNC1 (4-(2-chloroethyl)-1H-imidazole hydrochloride). Solvent: CN(C=O)C (dimethylformamide). The reactants are Cl(=O)[O-].[Na+] (sodium chlorite), P(=O)(O)(O)[O-].[K+] (potassium dihydrogen phosphate), FC1=CC=C2C(=NN(C2=C1)CC1CN(C1)C(=O)OC(C)(C)C)C=1N=C2C(=NC1)N(C=C2C=O)COCC[Si](C)(C)C (tert-butyl 3-((6-fluoro-3-(7-formyl-5-((2-(trimethylsilyl)ethoxy)methyl)-5H-pyrrolo[2,3-b]pyrazin-2-yl)-1H-indazol-1-yl)methyl)azetidine-1-carboxylate), S(N)(O)(=O)=O (sulfamic acid). The solvent is O (water), O1CCOCC1 (dioxane), O (water). Run at time 2.5 hour. Yields the product C(C)(C)(C)OC(=O)N1CC(C1)CN1N=C(C2=CC=C(C=C12)F)C=1N=C2C(=NC1)N(C=C2C(=O)O)COCC[Si](C)(C)C (2-(1-((1-(tert-Butoxycarbonyl)azetidin-3-yl)methyl)-6-fluoro-1H-indazol-3-yl)-5-((2-(trimethylsilyl)ethoxy)methyl)-5H-pyrrolo[2,3-b]pyrazine-7-carboxylic acid). RXN SMILES: [F:1][C:2]1[CH:10]=[C:9]2[C:5]([C:6]([C:23]3[N:24]=[C:25]4[C:31]([CH:32]=[O:33])=[CH:30][N:29]([CH2:34][O:35][CH2:36][CH2:37][Si:38]([CH3:41])([CH3:40])[CH3:39])[C:26]4=[N:27][CH:28]=3)=[N:7][N:8]2[CH2:11][CH:12]2[CH2:15][N:14]([C:16]([O:18][C:19]([CH3:22])([CH3:21])[CH3:20])=[O:17])[CH2:13]2)=[CH:4][CH:3]=1.S(=O)(=O)([OH:44])N.Cl([O-])=O.[Na+].P([O-])(O)(O)=O.[K+]>O1CCOCC1.O>[C:19]([O:18][C:16]([N:14]1[CH2:13][CH:12]([CH2:11][N:8]2[C:9]3[C:5](=[CH:4][CH:3]=[C:2]([F:1])[CH:10]=3)[C:6]([C:23]3[N:24]=[C:25]4[C:31]([C:32]([OH:44])=[O:33])=[CH:30][N:29]([CH2:34][O:35][CH2:36][CH2:37][Si:38]([CH3:41])([CH3:40])[CH3:39])[C:26]4=[N:27][CH:28]=3)=[N:7]2)[CH2:15]1)=[O:17])([CH3:22])([CH3:21])[CH3:20] |f:2.3,4.5|. Procedure details: To a stirred solution of tert-butyl 3-((6-fluoro-3-(7-formyl-5-((2-(trimethylsilyl)ethoxy)methyl)-5H-pyrrolo[2,3-b]pyrazin-2-yl)-1H-indazol-1-yl)methyl)azetidine-1-carboxylate (160 mg, 276 μmol) and sulfamic acid (161 mg, 1.65 mmol) in dioxane (5 mL) and water (2 mL), cooled to 0° C., was added a solution of sodium chlorite (32.4 mg, 358 μmol) and potassium dihydrogen phosphate (450 mg, 3.31 mmol) in water (3 mL) dropwise. The mixture was warmed to room temperature. After 2.5 h, the mixture was ... Starting materials: Oc1cc(Nc2nc(CCc3ccccc3)cs2)ncc1Br, O=C([O-])[O-], CS(C)=O, N#Cc1c(Cl)cncc1Cl, [Cs+], [Cs+]. The product is N#Cc1c(Cl)cncc1Oc1cc(Nc2nc(CCc3ccccc3)cs2)ncc1Br. As a reaction SMILES: [Br:1][c:2]1[c:3]([OH:22])[cH:4][c:5]([NH:8][c:9]2[s:10][cH:11][c:12]([CH2:14][CH2:15][c:16]3[cH:17][cH:18][cH:19][cH:20][cH:21]3)[n:13]2)[n:6][cH:7]1.[C:33](=[O:34])([O-:35])[O-:36].[CH3:39][S:40]([CH3:41])=[O:42].[Cl:23][c:24]1[c:25]([C:26]#[N:27])[c:28]([Cl:32])[cH:29][n:30][cH:31]1.[Cs+:37].[Cs+:38]>>[Br:1][c:2]1[c:3]([O:22][c:24]2[c:25]([C:26]#[N:27])[c:28]([Cl:32])[cH:29][n:30][cH:31]2)[cH:4][c:5]([NH:8][c:9]2[s:10][cH:11][c:12]([CH2:14][CH2:15][c:16]3[cH:17][cH:18][cH:19][cH:20][cH:21]3)[n:13]2)[n:6][cH:7]1. The reactants are C(C)(C)(C)OC(=O)N1[C@@]([C@@H](CC1)O[Si](C)(C)C(C)(C)C)(C)CO ((2S,3R)-3-(tert-Butyldimethylsilanyloxy)-2-hydroxymethyl-2-methylpyrrolidine-1-carboxylic acid tert-butyl ester), ClC1=C(C#N)C=CC(=C1C)N=C=O (2-chloro-4-isocyanato-3-methyl-benzonitrile), compound 1H. Yields the product C(C)(C)(C)OC(=O)N1[C@]([C@H](CC1)O[Si](C)(C)C(C)(C)C)(C)CO ((2R,3S)-3-(tert-Butyldimethylsilanyloxy)-2-hydroxymethyl-2-methylpyrrolidine-1-carboxylic acid tert-butyl ester). Yield: 68.9%. RXN SMILES: [C:1]([O:5][C:6]([N:8]1[CH2:12][CH2:11][C@@H:10]([O:13][Si:14]([C:17]([CH3:20])([CH3:19])[CH3:18])([CH3:16])[CH3:15])[C@@:9]1([CH2:22][OH:23])[CH3:21])=[O:7])([CH3:4])([CH3:3])[CH3:2].ClC1C(C)=C(N=C=O)C=CC=1C#N>>[C:1]([O:5][C:6]([N:8]1[CH2:12][CH2:11][C@H:10]([O:13][Si:14]([C:17]([CH3:20])([CH3:19])[CH3:18])([CH3:16])[CH3:15])[C@:9]1([CH2:22][OH:23])[CH3:21])=[O:7])([CH3:4])([CH3:3])[CH3:2]. Procedure: Compound 4D (84.0 mg) was prepared from compound 4C (122 mg) and compound 1G (82.0 mg) following procedures analogous to those used in Example 1 for the preparation of compound 1H. LCMS: m/z 438 [M+H]+. Reactants: BrCCCCBr, CS(C)=O, CCOC(C)=O, [H-], [Na+], O=C1CC2(CCCCC2Cc2ccccc2)S(=O)(=O)CCN1. The product is O=C1CC2(CCCCC2Cc2ccccc2)S(=O)(=O)CCN1CCCCBr. As a reaction SMILES: [Br:25][CH2:26][CH2:27][CH2:28][CH2:29][Br:30].[CH3:31][S:32]([CH3:33])=[O:34].[CH3:35][CH2:36][O:37][C:38](=[O:39])[CH3:40].[H-:1].[Na+:2].[c:3]1([CH2:9][CH:10]2[CH2:11][CH2:12][CH2:13][CH2:14][C:15]23[S:16](=[O:23])(=[O:24])[CH2:17][CH2:18][NH:19][C:20](=[O:22])[CH2:21]3)[cH:4][cH:5][cH:6][cH:7][cH:8]1>>[c:3]1([CH2:9][CH:10]2[CH2:11][CH2:12][CH2:13][CH2:14][C:15]23[S:16](=[O:23])(=[O:24])[CH2:17][CH2:18][N:19]([CH2:29][CH2:28][CH2:27][CH2:26][Br:25])[C:20](=[O:22])[CH2:21]3)[cH:4][cH:5][cH:6][cH:7][cH:8]1. The reactants are COC(=O)c1ccnc(NC(=O)COc2ccc(Cl)cc2Cl)c1, [I-], [Li+], c1ccncc1. Yields the product O=C(COc1ccc(Cl)cc1Cl)Nc1cc(C(=O)O)ccn1. RXN SMILES: [CH3:1][O:2][C:3]([c:4]1[cH:5][c:6]([NH:10][C:11]([CH2:12][O:13][c:14]2[c:15]([Cl:21])[cH:16][c:17]([Cl:20])[cH:18][cH:19]2)=[O:22])[n:7][cH:8][cH:9]1)=[O:23].[I-:24].[Li+:25].[cH:26]1[cH:27][cH:28][n:29][cH:30][cH:31]1>>[O:2]=[C:3]([c:4]1[cH:5][c:6]([NH:10][C:11]([CH2:12][O:13][c:14]2[c:15]([Cl:21])[cH:16][c:17]([Cl:20])[cH:18][cH:19]2)=[O:22])[n:7][cH:8][cH:9]1)[OH:23].